This data is from the Open Reaction Database (ORD), a public repository of structured organic reaction records. The task is: describe an organic reaction: reactants, conditions, products, and yield Starting materials: ClC(CCC(=O)N[C@H]1CC[C@H](CC1)NC(C1=C(N=CC(=C1)F)OC1=CC(=CC=C1)SC)=O)C (cis-N-[4-(4-Chloro-pentoylamino)-cyclohexyl]-5-fluoro-2-(3-methylsulfanyl-phenoxy)-nicotinamide), [H-].[Na+] (sodium hydride). The solvent is CN1CCCC1 (N-methylpyrrolidine). Reaction conditions: time 18 hour. Product: FC=1C=NC(=C(C(=O)N[C@@H]2CC[C@@H](CC2)N2C(CCCC2)=O)C1)OC1=CC(=CC=C1)SC (5-Fluoro-2-(3-methylsulfanyl-phenoxy)-N-[cis-4-(2-oxo-piperidin-1-yl)-cyclohexyl]-nicotinamide). The yield is 31.0%. RXN SMILES: Cl[CH:2]([CH3:33])[CH2:3][CH2:4][C:5]([NH:7][C@@H:8]1[CH2:13][CH2:12][C@H:11]([NH:14][C:15](=[O:32])[C:16]2[CH:21]=[C:20]([F:22])[CH:19]=[N:18][C:17]=2[O:23][C:24]2[CH:29]=[CH:28][CH:27]=[C:26]([S:30][CH3:31])[CH:25]=2)[CH2:10][CH2:9]1)=[O:6].[H-].[Na+]>CN1CCCC1>[F:22][C:20]1[CH:19]=[N:18][C:17]([O:23][C:24]2[CH:29]=[CH:28][CH:27]=[C:26]([S:30][CH3:31])[CH:25]=2)=[C:16]([CH:21]=1)[C:15]([NH:14][C@H:11]1[CH2:12][CH2:13][C@@H:8]([N:7]2[CH2:33][CH2:2][CH2:3][CH2:4][C:5]2=[O:6])[CH2:9][CH2:10]1)=[O:32] |f:1.2|. Procedure: cis-N-[4-(4-Chloro-pentoylamino)-cyclohexyl]-5-fluoro-2-(3-methylsulfanyl-phenoxy)-nicotinamide (259 mg, 0.486 mmol) was dissolved in N-methylpyrrolidine (5 ml) under nitrogen at room temperature and sodium hydride (60% dispersion in mineral oil, 49 mg, 1.21 mmol) was added. The reaction was stirred at room temperature for 18 h and quenched with water (10 ml) then extracted with ethyl acetate (5×10 ml). The combined organic extracts were washed with water (3×5 ml), brine (5 ml), dried over MgSO4...